describe an organic reaction: reactants, conditions, products, and yield From a dataset of the Open Reaction Database (ORD), a public repository of structured organic reaction records. Starting materials: [Mg+]Cc1ccccc1, CCOCC, [Cl-], C1CCOC1, O=C1CCCCC1. RXN SMILES: [CH2:9]([c:10]1[cH:11][cH:12][cH:13][cH:14][cH:15]1)[Mg+:16].[CH3:22][CH2:23][O:24][CH2:25][CH3:26].[Cl-:8].[O:17]1[CH2:18][CH2:19][CH2:20][CH2:21]1.[O:1]=[C:2]1[CH2:3][CH2:4][CH2:5][CH2:6][CH2:7]1>>[OH:1][C:2]1([CH2:9][c:10]2[cH:11][cH:12][cH:13][cH:14][cH:15]2)[CH2:3][CH2:4][CH2:5][CH2:6][CH2:7]1. Product: OC1(Cc2ccccc2)CCCCC1. Reactants: NCc1ccc(I)c(O)c1, O=C1NC(=O)c2ccc(I)cc2C1=CNCc1ccc(-c2ccccc2)c(O)c1, COC=C1C(=O)NC(=O)c2ccc(-c3ccco3)cc21. Yields the product O=C1NC(=O)c2ccc(I)cc2C1=CNCc1ccc(I)c(O)c1. RXN SMILES: [NH2:50][CH2:51][c:52]1[cH:53][cH:54][c:55]([I:59])[c:56]([OH:57])[cH:58]1.[OH:1][c:2]1[c:3](-[c:24]2[cH:25][cH:26][cH:27][cH:28][cH:29]2)[cH:4][cH:5][c:6]([CH2:8][NH:9][CH:10]=[C:11]2[C:12](=[O:23])[NH:13][C:14](=[O:22])[c:15]3[cH:16][cH:17][c:18]([I:21])[cH:19][c:20]32)[cH:7]1.[o:30]1[cH:31][cH:32][cH:33][c:34]1-[c:35]1[cH:36][c:37]2[c:38]([cH:39][cH:40]1)[C:41](=[O:42])[NH:43][C:44](=[O:45])[C:46]2=[CH:47][O:48][CH3:49]>>[OH:1][c:2]1[c:3]([I:59])[cH:4][cH:5][c:6]([CH2:8][NH:9][CH:10]=[C:11]2[C:12](=[O:23])[NH:13][C:14](=[O:22])[c:15]3[cH:16][cH:17][c:18]([I:21])[cH:19][c:20]32)[cH:7]1.